Dataset: the Open Reaction Database (ORD), a public repository of structured organic reaction records. Task: describe an organic reaction: reactants, conditions, products, and yield Reactants: O=C(OO)c1cccc(Cl)c1, ClCCl, Cc1ccc(-c2ccc(F)cc2)cn1. Product: Cc1ccc(-c2ccc(F)cc2)c[n+]1[O-]. As a reaction SMILES: [Cl:15][c:16]1[cH:17][cH:18][cH:19][c:20]([C:21]([O:22][OH:24])=[O:23])[cH:25]1.[Cl:26][CH2:27][Cl:28].[F:1][c:2]1[cH:3][cH:4][c:5](-[c:8]2[cH:9][cH:10][c:11]([CH3:14])[n:12][cH:13]2)[cH:6][cH:7]1>>[F:1][c:2]1[cH:3][cH:4][c:5](-[c:8]2[cH:9][cH:10][c:11]([CH3:14])[n+:12]([O-:23])[cH:13]2)[cH:6][cH:7]1. Starting materials: OB(O)c1cc(Cl)cc(Cl)c1, [Na+], [Na+], O=C([O-])[O-], C1COCCO1, CSc1nc(N)nc(-c2ccco2)c1I. Product: CSc1nc(N)nc(-c2ccco2)c1-c1cc(Cl)cc(Cl)c1. Reaction SMILES: [Cl:16][c:17]1[cH:18][c:19]([B:24]([OH:25])[OH:26])[cH:20][c:21]([Cl:23])[cH:22]1.[Na+:27].[Na+:28].[O-:29][C:30](=[O:31])[O-:32].[O:33]1[CH2:34][CH2:35][O:36][CH2:37][CH2:38]1.[o:1]1[c:2](-[c:6]2[n:7][c:8]([NH2:15])[n:9][c:10]([S:13][CH3:14])[c:11]2[I:12])[cH:3][cH:4][cH:5]1>>[o:1]1[c:2](-[c:6]2[n:7][c:8]([NH2:15])[n:9][c:10]([S:13][CH3:14])[c:11]2-[c:19]2[cH:18][c:17]([Cl:16])[cH:22][c:21]([Cl:23])[cH:20]2)[cH:3][cH:4][cH:5]1.